Dataset: the Open Reaction Database (ORD), a public repository of structured organic reaction records. Task: describe an organic reaction: reactants, conditions, products, and yield Reactants: COc1ccc(CCO)cc1 (substrate), Cc1ccccc1[Li] (effective_coupling_partner). Reagents/catalysts: SIMes. Run at temperature 50 celsius, time 12 hour. Product: Cc1ccccc1c2ccc(CCO)cc2.